Dataset: the Open Reaction Database (ORD), a public repository of structured organic reaction records. Task: describe an organic reaction: reactants, conditions, products, and yield Reactants: N1CCCC=2C(CCCC12)=O (2,3,4,6,7,8-hexahydro-5(1H)-quinolinone), [H][H] (Hydrogen). The reagents and catalysts are O=[Pt]=O (PtO2). The solvent is C(C)(=O)O (acetic acid). Conditions: temperature 0 celsius. Yields the product N1CCCC2C(CCCC12)O (decahydro-5-quinolinol). Yield: 36.2%. As a reaction SMILES: [NH:1]1[C:10]2[CH2:9][CH2:8][CH2:7][C:6](=[O:11])[C:5]=2[CH2:4][CH2:3][CH2:2]1.[H][H]>C(O)(=O)C.O=[Pt]=O>[NH:1]1[CH:10]2[CH:5]([CH:6]([OH:11])[CH2:7][CH2:8][CH2:9]2)[CH2:4][CH2:3][CH2:2]1. Procedure: The procedure of Grob et al. (Helv. Chim. Acta 1965, 48, 799-808) was followed. A solution of 66.70 g (0.441 mol) of 2,3,4,6,7,8-hexahydro-5(1H)-quinolinone in 250 ml of glacial acetic acid containing 2 g of PtO2 was hydrogenated at 450 psi and 50° C. for 75 hours. Hydrogen uptake was only 57.2% of the theoretical. The sample was filtered, concentrated (to remove most of the acetic acid), cooled to 0° C., basified with 6N sodium hydroxide to a pH of 12 and extracted three times with 500 ml of me...